From a dataset of the Open Reaction Database (ORD), a public repository of structured organic reaction records. describe an organic reaction: reactants, conditions, products, and yield The reactants are CN(C)C(=O)C1=CC2=C(C(=C1)C3CCCN3)OC(=CC2=O)N4CCOCC4, COC1=CC(=CC=C1)Br. The reagents and catalysts are C(=O)([O-])[O-].[Cs+].[Cs+], CC1(C2=C(C(=CC=C2)P(C3=CC=CC=C3)C4=CC=CC=C4)OC5=C1C=CC=C5P(C6=CC=CC=C6)C7=CC=CC=C7)C, CC(=O)O.CC(=O)O.[Pd]. Solvent: C1COCCO1. Reaction conditions: temperature 100 celsius. The product is CN(C)C(=O)C1=CC2=C(C(=C1)C3CCCN3C4=CC(=CC=C4)OC)OC(=CC2=O)N5CCOCC5. Yield: 27.5%. Reported procedure: diacetoxypalladium (3.93 mg, 0.02 mmol) was added to a stirred mixture of N,N-dimethyl-2-morpholino-4-oxo-8-(pyrrolidin-2-yl)-4H-chromene-6-carboxamide (130 mg, 0.35 mmol), (9,9-dimethyl-9H-xanthene-4,5-diyl)bis(diphenylphosphine) (20.25 mg, 0.03 mmol), 1-bromo-3-methoxybenzene (0.055 ml, 0.44 mmol) and cesium carbonate (171 mg, 0.52 mmol) dissolved in 1,4-dioxane (4 ml). The resulting suspension was degased with argon and then stirred at 100 °C for 15 hours.  The reaction mixture was allowed to... The solvent is C(Cl)Cl (CH2Cl2). Yield: 96.8%. Reactants: N([C@H](CC1=CC=CC2=CC=CC=C12)C(=O)O)C(=O)OC(C)(C)C (Boc-D-1-Nal-OH), CS(=O)(=O)N (methanesulfonamide), WSCD·HCl. The product is N([C@H](CC1=CC=CC2=CC=CC=C12)C(=O)O)C(=O)OC(C)(C)C.CS(=O)(=O)N (Boc-D-1-Nal methanesulfonamide). Reported procedure: Boc-D-1-Nal-OH (0.50 g), methanesulfonamide (0.18 g) DMAP (0.23 g), WSCD·HCl (0.37 g) and CH2Cl2 (10 ml) were reacted in a similar manner to that of Preparation 1-1) to give Boc-D-1-Nal-methanesulfonamide (0.63 g). As a reaction SMILES: [NH:1]([C:17]([O:19][C:20]([CH3:23])([CH3:22])[CH3:21])=[O:18])[C@@H:2]([C:14]([OH:16])=[O:15])[CH2:3][C:4]1[C:13]2[C:8](=[CH:9][CH:10]=[CH:11][CH:12]=2)[CH:7]=[CH:6][CH:5]=1.[CH3:24][S:25]([NH2:28])(=[O:27])=[O:26]>C(Cl)Cl>[NH:1]([C:17]([O:19][C:20]([CH3:23])([CH3:22])[CH3:21])=[O:18])[C@@H:2]([C:14]([OH:16])=[O:15])[CH2:3][C:4]1[C:13]2[C:8](=[CH:9][CH:10]=[CH:11][CH:12]=2)[CH:7]=[CH:6][CH:5]=1.[CH3:24][S:25]([NH2:28])(=[O:27])=[O:26] |f:3.4|. Reported procedure: The title compound was prepared in a manner analogous to Example 1, substituting (1R,6S)-[8-(6-methyl-2-trifluoromethyl-pyrimidin-4-yl)-3,8-diaza-bicyclo[4.2.0]octane (Intermediate 9) for (1R,6S)8-(4,6-dimethyl-pyrimidin-2-yl)-3,8-diaza-bicyclo[4.2.0]octane and 3-fluoro-6-[1,2,3]triazol-2-yl-benzoic acid (Intermediate 15) for 2-thiophen-2-yl-benzoic acid. Additionally, the reaction time was shortened to 30 minutes. MS (ESI) mass calcd. for C21H19F4N7O, 461.42; m/z found 462.1 [M+H]+. 1H NMR (400... RXN SMILES: [CH3:1][C:2]1[N:7]=[C:6]([C:8]([F:11])([F:10])[F:9])[N:5]=[C:4]([N:12]2[C@@H:19]3[C@@H:14]([CH2:15][CH2:16][NH:17][CH2:18]3)[CH2:13]2)[CH:3]=1.CC1C=C(C)N=C(N2[C@@H]3[C@@H](CCNC3)C2)N=1.[F:36][C:37]1[CH:45]=[CH:44][CH:43]=[C:42]([N:46]2[N:50]=[CH:49][CH:48]=[N:47]2)[C:38]=1[C:39](O)=[O:40].S1C=CC=C1C1C=CC=CC=1C(O)=O>>[F:36][C:37]1[CH:45]=[CH:44][CH:43]=[C:42]([N:46]2[N:50]=[CH:49][CH:48]=[N:47]2)[C:38]=1[C:39]([N:17]1[CH2:16][CH2:15][C@@H:14]2[C@@H:19]([N:12]([C:4]3[CH:3]=[C:2]([CH3:1])[N:7]=[C:6]([C:8]([F:10])([F:9])[F:11])[N:5]=3)[CH2:13]2)[CH2:18]1)=[O:40]. The product is FC1=C(C(=CC=C1)N1N=CC=N1)C(=O)N1C[C@@H]2N(C[C@@H]2CC1)C1=NC(=NC(=C1)C)C(F)(F)F ((1R,6S)-(2-Fluoro-6-[1,2,3]triazol-2-yl-phenyl)-[8-(6-methyl-2-trifluoromethyl-pyrimidin-4-yl)-3,8-diaza-bicyclo[4.2.0]oct-3-yl]-methanone). Conditions: time 30 minute. Starting materials: CC1=CC(=NC(=N1)C(F)(F)F)N1C[C@@H]2CCNC[C@H]12 ((1R,6S)-8-(6-Methyl-2-trifluoromethyl-pyrimidin-4-yl)-3,8-diaza-bicyclo[4.2.0]octane), FC1=C(C(=O)O)C(=CC=C1)N1N=CC=N1 (2-fluoro-6-[1,2,3]triazol-2-yl-benzoic acid), S1C(=CC=C1)C1=C(C(=O)O)C=CC=C1 (2-thiophen-2-yl-benzoic acid), CC1=NC(=NC(=C1)C)N1C[C@@H]2CCNC[C@H]12 ((1R,6S)8-(4,6-dimethyl-pyrimidin-2-yl)-3,8-diaza-bicyclo[4.2.0]octane), FC1=C(C(=O)O)C(=CC=C1)N1N=CC=N1 (2-fluoro-6-[1,2,3]triazol-2-yl-benzoic acid). Reactants: CC(C)=O, Nc1ccc(CCCC(=O)O)cc1, O=S(=O)(Cl)c1ccccc1, c1ccncc1. The product is O=C(O)CCCc1ccc(NS(=O)(=O)c2ccccc2)cc1. Reaction SMILES: [CH3:30][C:31](=[O:32])[CH3:33].[NH2:1][c:2]1[cH:3][cH:4][c:5]([CH2:8][CH2:9][CH2:10][C:11](=[O:12])[OH:13])[cH:6][cH:7]1.[c:14]1([S:20](=[O:21])(=[O:22])[Cl:23])[cH:15][cH:16][cH:17][cH:18][cH:19]1.[cH:24]1[cH:25][cH:26][n:27][cH:28][cH:29]1>>[NH:1]([c:2]1[cH:3][cH:4][c:5]([CH2:8][CH2:9][CH2:10][C:11](=[O:12])[OH:13])[cH:6][cH:7]1)[S:20]([c:14]1[cH:15][cH:16][cH:17][cH:18][cH:19]1)(=[O:21])=[O:22]. Reactants: CC(=O)O, CC(=O)OC(C)=O, CC=CC(=O)C1C(C)=CCCC1(C)C. Product: CC=CC(=O)C1C(C)=CC(=O)CC1(C)C. RXN SMILES: [CH3:15][C:16]([OH:17])=[O:18].[CH3:19][C:20]([O:21][C:22](=[O:23])[CH3:24])=[O:25].[CH3:1][C:2]1=[CH:7][CH2:6][CH2:5][C:4]([CH3:8])([CH3:9])[CH:3]1[C:10]([CH:11]=[CH:12][CH3:13])=[O:14]>>[CH3:1][C:2]1=[CH:7][C:6](=[O:17])[CH2:5][C:4]([CH3:8])([CH3:9])[CH:3]1[C:10]([CH:11]=[CH:12][CH3:13])=[O:14]. Starting materials: Clc1ccc(Cl)nn1, [Li], N#CCc1ccccc1, [NH2-], C1CCOC1. Yields the product N#CC(c1ccccc1)c1ccc(Cl)nn1. As a reaction SMILES: [Cl:12][c:13]1[n:14][n:15][c:16]([Cl:19])[cH:17][cH:18]1.[Li:10].[N:1]#[C:2][CH2:3][c:4]1[cH:5][cH:6][cH:7][cH:8][cH:9]1.[NH2-:11].[O:20]1[CH2:21][CH2:22][CH2:23][CH2:24]1>>[N:1]#[C:2][CH:3]([c:4]1[cH:5][cH:6][cH:7][cH:8][cH:9]1)[c:16]1[n:15][n:14][c:13]([Cl:12])[cH:18][cH:17]1.